Dataset: the Open Reaction Database (ORD), a public repository of structured organic reaction records. Task: describe an organic reaction: reactants, conditions, products, and yield The reactants are CC(=O)C.C(C)ON=C(C(=O)NC1[C@@H]2N(C(=C(CS2)C[N+]2=CC=CC=C2)C(=O)[O-])C1=O)C1=NSC(=N1)N (7-[2-ethoxyimino-2-(5-amino-1,2,4-thiadiazol-3-yl)acetamido]-3-(1-pyridiniomethyl)-3-cephem-4-carboxylate acetone). Solvent: O (water). Yields the product C(C)ON=C(C(=O)NC1[C@@H]2N(C(=C(CS2)C[N+]2=CC=CC=C2)C(=O)[O-])C1=O)C1=NSC(=N1)N (7-[2-ethoxyimino-2-(5-amino-1,2,4-thiadiazol-3-yl)acetamido]-3-(1-pyridiniomethyl)-3-cephem-4-carboxylate). Isolated yield 58.2%. As a reaction SMILES: CC(C)=O.[CH2:5]([O:7][N:8]=[C:9]([C:32]1[N:36]=[C:35]([NH2:37])[S:34][N:33]=1)[C:10]([NH:12][CH:13]1[C:30](=[O:31])[N:15]2[C:16]([C:27]([O-:29])=[O:28])=[C:17]([CH2:20][N+:21]3[CH:26]=[CH:25][CH:24]=[CH:23][CH:22]=3)[CH2:18][S:19][C@H:14]12)=[O:11])[CH3:6]>O>[CH2:5]([O:7][N:8]=[C:9]([C:32]1[N:36]=[C:35]([NH2:37])[S:34][N:33]=1)[C:10]([NH:12][CH:13]1[C:30](=[O:31])[N:15]2[C:16]([C:27]([O-:29])=[O:28])=[C:17]([CH2:20][N+:21]3[CH:22]=[CH:23][CH:24]=[CH:25][CH:26]=3)[CH2:18][S:19][C@H:14]12)=[O:11])[CH3:6] |f:0.1|. Procedure details: A solution of 7-[2-ethoxyimino-2-(5-amino-1,2,4-thiadiazol-3-yl)acetamido]-3-(1-pyridiniomethyl)-3-cephem-4-carboxylate acetone adduct (syn isomer)(1.0 g) in water (1 ml) was stood on for 5 days in a freezer at -20° C. A mixture of ice and precipitates was stood on at ambient temperature until the ice was melted. The resulting precipitates were collected by filtration, washed with water (0.3 ml) and dried in vacuo to give 7-[2-ethoxyimino-2-(5-amino-1,2,4-thiadiazol-3-yl)acetamido]-3-(1-pyridini... Starting materials: O.NCC1=CC=C(C=C1)NC1=NNC2=NC=NC(=C21)NC2=CC(=CC=C2)Cl (3-(4-aminomethyl-phenylamino)-4-(3chloro-phenylamino)-1H-pyrazolo[3,4-d]pyrimidine hydrate), [O-]C#N.[K+] (potassium cyanate), C(C)O (ethanol), C(C)(=O)O (acetic acid). The solvent is O (water). Conditions: temperature 20 celsius. The product is ClC=1C=C(C=CC1)NC1=C2C(=NC=N1)NN=C2NC2=CC=C(C=C2)CNC(=O)N (4-(3-chloro-phenylamino)-3-(4-{ureido-methyl}-phenylamino)-1H-pyrazolo[3,4-d]pyrimidine). Reaction SMILES: O.[NH2:2][CH2:3][C:4]1[CH:9]=[CH:8][C:7]([NH:10][C:11]2[C:19]3[C:14](=[N:15][CH:16]=[N:17][C:18]=3[NH:20][C:21]3[CH:26]=[CH:25][CH:24]=[C:23]([Cl:27])[CH:22]=3)[NH:13][N:12]=2)=[CH:6][CH:5]=1.[O-:28][C:29]#[N:30].[K+].C(O)C.C(O)(=O)C>O>[Cl:27][C:23]1[CH:22]=[C:21]([NH:20][C:18]2[N:17]=[CH:16][N:15]=[C:14]3[NH:13][N:12]=[C:11]([NH:10][C:7]4[CH:8]=[CH:9][C:4]([CH2:3][NH:2][C:29]([NH2:30])=[O:28])=[CH:5][CH:6]=4)[C:19]=23)[CH:26]=[CH:25][CH:24]=1 |f:0.1,2.3|. Procedure: A mixture of 150 mg (0.391 mmol) of 3-(4-aminomethyl-phenylamino)-4-(3chloro-phenylamino)-1H-pyrazolo[3,4-d]pyrimidine hydrate (see Step 77.5), 95 mg (1.17 mmol) of potassium cyanate, 3 ml of ethanol, 3 ml of water and 0.0258 ml (0.451 mmol) of acetic acid is heated under reflux for 1 hour. After cooling to about 20° C., filtration and recrystallization of the filtration residue from methanol/water, 4-(3-chloro-phenylamino)-3-(4-{ureido-methyl}-phenylamino)-1H-pyrazolo[3,4-d]pyrimidine is obtain... Starting materials: CN(C)C=NS(=O)(=O)CC(CO)C(C)C (3-(N,N-dimethylaminomethylene)aminosulfonyl-2-isopropyl-1-propanol), ClC=1C(=CC=2N(N1)N=CN2)C (6-chloro-7-methyl[1,2,4]triazolo[1,5-b]pyridazine). Yields the product C(C)(C)C(COC=1C(=CC=2N(N1)N=CN2)C)CS(N)(=O)=O (6-(2-isopropyl-3-sulfamoyl-1-propoxy)-7-methyl[1,2,4]triazolo[1,5-b]pyridazine). As a reaction SMILES: CN(C=[N:5][S:6]([CH2:9][CH:10]([CH:13]([CH3:15])[CH3:14])[CH2:11][OH:12])(=[O:8])=[O:7])C.Cl[C:17]1[C:18]([CH3:26])=[CH:19][C:20]2[N:21]([N:23]=[CH:24][N:25]=2)[N:22]=1>>[CH:13]([CH:10]([CH2:9][S:6](=[O:7])(=[O:8])[NH2:5])[CH2:11][O:12][C:17]1[C:18]([CH3:26])=[CH:19][C:20]2[N:21]([N:23]=[CH:24][N:25]=2)[N:22]=1)([CH3:14])[CH3:15]. Procedure: Using 3-(N,N-dimethylaminomethylene)aminosulfonyl-2-isopropyl-1-propanol and 6-chloro-7-methyl[1,2,4]triazolo[1,5-b]pyridazine, the same reaction as in Example 6 was conducted to produce the title compound. m.p. 196°-197° C. The reactants are ClC1=C(C=C(C=C1)N1[C@@H](CN(C(C=C1)=O)CCCC(=O)N1C[C@H](C2(CC2)CC1)O)C)C(F)(F)F ((R)-1-(4-chloro-3-trifluoromethyl-phenyl)-4-[4-((S)-4-hydroxy-6-aza-spiro[2.5]oct-6-yl)-4-oxo-butyl]-2-methyl-1,2,3,4-tetrahydro-[1,4]diazepin-5-one), C(C)(=O)O (acetic acid). Run in CO (MeOH). Reaction conditions: time 1 day. Product: ClC1=C(C=C(C=C1)N1[C@@H](CN(C(CC1)=O)CCCC(=O)N1C[C@H](C2(CC2)CC1)O)C)C(F)(F)F ((R)-1-(4-Chloro-3-trifluoromethyl-phenyl)-4-[4-((S)-4-hydroxy-6-aza-spiro[2.5]oct-6-yl)-4-oxo-butyl]-2-methyl-[1,4]diazepan-5-one). The yield is 95.6%. Procedure details: A solution of 0.049 g (0.1 mmol) of (R)-1-(4-chloro-3-trifluoromethyl-phenyl)-4-[4-((S)-4-hydroxy-6-aza-spiro[2.5]oct-6-yl)-4-oxo-butyl]-2-methyl-1,2,3,4-tetrahydro-[1,4]diazepin-5-one (73% ds) and 0.006 ml (0.1 mmol) of acetic acid in 2 ml MeOH was treated with 0.005 g of PtO2 and was stirred over H2-atmosphere for 1 days. After filtration and evaporation, the residue was reevaporated (3 times) with toluene and the solvent was removed under vacuum to give 0.048 g (98%) of the titled compound as... As a reaction SMILES: [Cl:1][C:2]1[CH:7]=[CH:6][C:5]([N:8]2[CH:14]=[CH:13][C:12](=[O:15])[N:11]([CH2:16][CH2:17][CH2:18][C:19]([N:21]3[CH2:28][CH2:27][C:24]4([CH2:26][CH2:25]4)[C@H:23]([OH:29])[CH2:22]3)=[O:20])[CH2:10][C@H:9]2[CH3:30])=[CH:4][C:3]=1[C:31]([F:34])([F:33])[F:32].C(O)(=O)C>CO.O=[Pt]=O>[Cl:1][C:2]1[CH:7]=[CH:6][C:5]([N:8]2[CH2:14][CH2:13][C:12](=[O:15])[N:11]([CH2:16][CH2:17][CH2:18][C:19]([N:21]3[CH2:28][CH2:27][C:24]4([CH2:26][CH2:25]4)[C@H:23]([OH:29])[CH2:22]3)=[O:20])[CH2:10][C@H:9]2[CH3:30])=[CH:4][C:3]=1[C:31]([F:32])([F:33])[F:34]. The reagents and catalysts are O=[Pt]=O (PtO2). Reactants: CC(=O)N(CC(=O)O)c1ccccc1, CC(N)C(=O)N1C(=O)C(C)c2ccccc2-c2c(N)cccc21. Yields the product CC(=O)N(CC(=O)NC(C)C(=O)N1C(=O)C(C)c2ccccc2-c2c(N)cccc21)c1ccccc1. Reaction SMILES: [C:1]([CH3:2])(=[O:3])[N:4]([CH2:5][C:6](=[O:7])[OH:8])[c:9]1[cH:10][cH:11][cH:12][cH:13][cH:14]1.[NH2:15][CH:16]([CH3:17])[C:18](=[O:19])[N:20]1[c:21]2[c:22]([c:33]([NH2:37])[cH:34][cH:35][cH:36]2)-[c:23]2[c:24]([cH:29][cH:30][cH:31][cH:32]2)[CH:25]([CH3:28])[C:26]1=[O:27]>>[C:1]([CH3:2])(=[O:3])[N:4]([CH2:5][C:6](=[O:8])[NH:15][CH:16]([CH3:17])[C:18](=[O:19])[N:20]1[c:21]2[c:22]([c:33]([NH2:37])[cH:34][cH:35][cH:36]2)-[c:23]2[c:24]([cH:29][cH:30][cH:31][cH:32]2)[CH:25]([CH3:28])[C:26]1=[O:27])[c:9]1[cH:10][cH:11][cH:12][cH:13][cH:14]1. As a reaction SMILES: [Br:1][c:2]1[cH:3][c:4]([O:28][CH3:29])[c:5]([O:6][CH2:7][CH2:8][CH2:9][O:10][c:11]2[cH:12][c:13]3[c:17]([cH:18][cH:19]2)[CH:16]([CH2:20][C:21](=[O:22])[O:23][CH2:24][CH3:25])[CH2:15][CH2:14]3)[cH:26][cH:27]1.[CH3:43][O:44][CH2:45][CH2:46][O:47][CH3:48].[Na+:42].[O-:38][C:39]([OH:40])=[O:41].[OH2:49].[s:30]1[cH:31][c:32]([B:35]([OH:36])[OH:37])[cH:33][cH:34]1>>[c:2]1(-[c:32]2[cH:31][s:30][cH:34][cH:33]2)[cH:3][c:4]([O:28][CH3:29])[c:5]([O:6][CH2:7][CH2:8][CH2:9][O:10][c:11]2[cH:12][c:13]3[c:17]([cH:18][cH:19]2)[CH:16]([CH2:20][C:21](=[O:22])[O:23][CH2:24][CH3:25])[CH2:15][CH2:14]3)[cH:26][cH:27]1. Product: CCOC(=O)CC1CCc2cc(OCCCOc3ccc(-c4ccsc4)cc3OC)ccc21. The reactants are CCOC(=O)CC1CCc2cc(OCCCOc3ccc(Br)cc3OC)ccc21, COCCOC, [Na+], O=C([O-])O, O, OB(O)c1ccsc1. Reactants: FC(F)(F)c1cc(-c2ccc(Cl)cc2)nc(-n2cnc(I)c2)c1, OB(O)c1cccnc1. Product: FC(F)(F)c1cc(-c2ccc(Cl)cc2)nc(-n2cnc(-c3cccnc3)c2)c1. As a reaction SMILES: [Cl:1][c:2]1[cH:3][cH:4][c:5](-[c:8]2[n:9][c:10](-[n:18]3[cH:19][n:20][c:21]([I:23])[cH:22]3)[cH:11][c:12]([C:14]([F:15])([F:16])[F:17])[cH:13]2)[cH:6][cH:7]1.[n:24]1[cH:25][c:26]([B:30]([OH:31])[OH:32])[cH:27][cH:28][cH:29]1>>[Cl:1][c:2]1[cH:3][cH:4][c:5](-[c:8]2[n:9][c:10](-[n:18]3[cH:19][n:20][c:21](-[c:26]4[cH:25][n:24][cH:29][cH:28][cH:27]4)[cH:22]3)[cH:11][c:12]([C:14]([F:15])([F:16])[F:17])[cH:13]2)[cH:6][cH:7]1.